From a dataset of the Open Reaction Database (ORD), a public repository of structured organic reaction records. describe an organic reaction: reactants, conditions, products, and yield Reactants: CN(C)c1ccncc1, [H-], [Na+], CS(=O)(=O)OCCN1C(=O)CCC1=O, CN(C)C=O, Oc1ccc(Br)nc1. Product: O=C1CCC(=O)N1CCOc1ccc(Br)nc1. Reaction SMILES: [CH3:30][N:31]([CH3:32])[c:33]1[cH:34][cH:35][n:36][cH:37][cH:38]1.[H-:9].[Na+:10].[O:11]=[C:12]1[N:13]([CH2:18][CH2:19][O:20][S:21]([CH3:22])(=[O:23])=[O:24])[C:14](=[O:17])[CH2:15][CH2:16]1.[O:25]=[CH:26][N:27]([CH3:28])[CH3:29].[OH:1][c:2]1[cH:3][n:4][c:5]([Br:8])[cH:6][cH:7]1>>[O:1]([c:2]1[cH:3][n:4][c:5]([Br:8])[cH:6][cH:7]1)[CH2:19][CH2:18][N:13]1[C:12](=[O:11])[CH2:16][CH2:15][C:14]1=[O:17]. Reactants: C(C)OC(COC1=CC=C2C=NN(C2=C1Br)C[C@H](C)NC(=O)OCC1=CC=CC=C1)=O ([1-((S)-2-Benzyloxycarbonylamino-propyl)-7-bromo-1H-indazol-6-yloxy]-acetic acid ethyl ester), [BH4-].[Na+] (sodium borohydride), [BH4-].[Na+] (sodium borohydride), [Cl-].[Ca+2].[Cl-] (calcium chloride). Run in O1CCCC1 (tetrahydrofuran), C(C)O (ethanol). Product: C(C1=CC=CC=C1)OC(N[C@H](CN1N=CC2=CC=C(C(=C12)Br)OCCO)C)=O ({(S)-2-[7-Bromo-6-(2-hydroxy-ethoxy)-indazol-1-yl]-1-methyl-ethyl}-carbamic acid benzyl ester). Isolated yield 81.2%. As a reaction SMILES: C([O:3][C:4](=O)[CH2:5][O:6][C:7]1[C:15]([Br:16])=[C:14]2[C:10]([CH:11]=[N:12][N:13]2[CH2:17][C@@H:18]([NH:20][C:21]([O:23][CH2:24][C:25]2[CH:30]=[CH:29][CH:28]=[CH:27][CH:26]=2)=[O:22])[CH3:19])=[CH:9][CH:8]=1)C.[BH4-].[Na+].[Cl-].[Ca+2].[Cl-]>O1CCCC1.C(O)C>[CH2:24]([O:23][C:21](=[O:22])[NH:20][C@@H:18]([CH3:19])[CH2:17][N:13]1[C:14]2[C:10](=[CH:9][CH:8]=[C:7]([O:6][CH2:5][CH2:4][OH:3])[C:15]=2[Br:16])[CH:11]=[N:12]1)[C:25]1[CH:30]=[CH:29][CH:28]=[CH:27][CH:26]=1 |f:1.2,3.4.5|. Procedure details: To a solution of the acetate from Step B (0.90 g, 1.84 mmol) in a mixture of tetrahydrofuran (20 mL) and ethanol (20 mL) was added sodium borohydride (70 mg, 1.84 mmol) and calcium chloride (0.21 g, 1.84 mmol) with stirring. The suspension was stirred at ambient temperature for 1 h and more sodium borohydride (70 mg, 1.84 mmol) was added. The reaction was monitored by TLC until no starting material remained. The volatiles were evaporated and the residue mixed with water and extracted with ethyl ... Procedure details: This compound may be prepared as obtained in stage c) of Example 9, but starting with 200 mg of 3-(4-tert-butylphenyl)-5,5-dimethyl-1-[(2-thioxo-2H-[1,2,4]oxadiazolo[2,3-a]pyridin-7-yl)methyl]imidazolidine-2,4-dione obtained in stage b) of Example 9, 4 mL of dioxane and 40.2 mg of cyclobutanamine. After chromatography on a column of silica, eluting with a mixture of heptane/ethyl acetate (gradient from 100/0 to 0/100 by volume), 112.6 mg of 1-(4-{[3-(4-tert-butylphenyl)-5,5-dimethyl-2,4-dioxoimi... The solvent is O1CCOCC1 (dioxane). As a reaction SMILES: [C:1]([C:5]1[CH:10]=[CH:9][C:8]([N:11]2[C:15](=[O:16])[C:14]([CH3:18])([CH3:17])[N:13]([CH2:19][C:20]3[CH:25]=[CH:24][N:23]4[O:26][C:27](=S)[N:28]=[C:22]4[CH:21]=3)[C:12]2=[O:30])=[CH:7][CH:6]=1)([CH3:4])([CH3:3])[CH3:2].[CH:31]1([NH2:35])[CH2:34][CH2:33][CH2:32]1>O1CCOCC1>[C:1]([C:5]1[CH:10]=[CH:9][C:8]([N:11]2[C:15](=[O:16])[C:14]([CH3:18])([CH3:17])[N:13]([CH2:19][C:20]3[CH:25]=[CH:24][N:23]=[C:22]([NH:28][C:27]([NH:35][CH:31]4[CH2:34][CH2:33][CH2:32]4)=[O:26])[CH:21]=3)[C:12]2=[O:30])=[CH:7][CH:6]=1)([CH3:4])([CH3:3])[CH3:2]. Yields the product C(C)(C)(C)C1=CC=C(C=C1)N1C(N(C(C1=O)(C)C)CC1=CC(=NC=C1)NC(=O)NC1CCC1)=O (1-(4-{[3-(4-tert-butylphenyl)-5,5-dimethyl-2,4-dioxoimidazolidin-1-yl]methyl}pyridin-2-yl)-3-cyclobutylurea). Reactants: C(C)(C)(C)C1=CC=C(C=C1)N1C(N(C(C1=O)(C)C)CC1=CC=2N(C=C1)OC(N2)=S)=O (3-(4-tert-butylphenyl)-5,5-dimethyl-1-[(2-thioxo-2H-[1,2,4]oxadiazolo[2,3-a]pyridin-7-yl)methyl]imidazolidine-2,4-dione), C1(CCC1)N (cyclobutanamine). Solvent: O1CCOCC1 (dioxane). As a reaction SMILES: C([O:5][C:6]([NH:8][C@@H:9]1[CH2:14][C@@H:13]([C:15](=[O:19])[N:16]([CH3:18])[CH3:17])[CH2:12][CH2:11][C@@H:10]1[NH:20][C:21]([C:23]1[NH:24][C:25]2[C:30]([CH:31]=1)=[C:29]([F:32])[CH:28]=[C:27]([Cl:33])[CH:26]=2)=[O:22])=O)(C)(C)C.[ClH:34].[CH3:35][N:36]1[CH2:41][CH2:40][C:39]2[N:42]=[C:43](C([O-])=O)[S:44][C:38]=2[CH2:37]1.[Li+]>O1CCOCC1>[ClH:33].[Cl:34][C:28]1[C:29]([F:32])=[C:30]2[C:25](=[CH:26][CH:27]=1)[NH:24][C:23]([C:21]([NH:20][C@H:10]1[CH2:11][CH2:12][C@H:13]([C:15](=[O:19])[N:16]([CH3:18])[CH3:17])[CH2:14][C@H:9]1[NH:8][C:6]([C:43]1[S:44][C:38]3[CH2:37][N:36]([CH3:35])[CH2:41][CH2:40][C:39]=3[N:42]=1)=[O:5])=[O:22])=[CH:31]2 |f:2.3,5.6|. The reactants are C(C)(C)(C)OC(=O)N[C@H]1[C@H](CC[C@@H](C1)C(N(C)C)=O)NC(=O)C=1NC2=CC(=CC(=C2C1)F)Cl ((1S,2R,4S)-N2-(tert-Butoxycarbonyl)-N1-[(6-chloro-4-fluoroindol-2-yl)carbonyl]-4-(N,N-dimethylcarbamoyl)-1,2-cyclohexanediamine), Cl (hydrochloric acid), CN1CC2=C(CC1)N=C(S2)C(=O)[O-].[Li+] (lithium 5-methyl-4,5,6,7-tetrahydrothiazolo[5,4-c]pyridine-2-carboxylate). Yields the product Cl.ClC=1C(=C2C=C(NC2=CC1)C(=O)N[C@@H]1[C@@H](C[C@H](CC1)C(N(C)C)=O)NC(=O)C=1SC=2CN(CCC2N1)C)F ((1S,2R,4S)-N1-[(5-Chloro-4-fluoroindol-2-yl)carbonyl]-4-(N,N-dimethylcarbamoyl)-N2-[(5-methyl-4,5,6,7-tetrahydrothiazolo[5,4-c]pyridin-2-yl)carbonyl]-1,2-cyclohexanediamine hydrochloride). Procedure: (1S,2R,4S)-N2-(tert-Butoxycarbonyl)-N1-[(6-chloro-4-fluoroindol-2-yl)carbonyl]-4-(N,N-dimethylcarbamoyl)-1,2-cyclohexanediamine was treated with a 4N dioxane solution of hydrochloric acid and then condensed with lithium 5-methyl-4,5,6,7-tetrahydrothiazolo[5,4-c]pyridine-2-carboxylate in a similar manner to Example 118 to obtain the title compound. Reactants: C(C)(C)(C)C1=CC=C(C=C1)S(=O)(=O)NC=1C=C(C(=O)O)C=C(C1OC1=CC(=CC=C1)OC)OCCO (3-(4-tert-butyl-benzenesulphonylamino)-5-(2-hydroxy-ethoxy)-4-(3-methoxy-phenoxy)-benzoic acid), N1CCOCC1 (morpholine). The product is C(C)(C)(C)C1=CC=C(C=C1)S(=O)(=O)NC1=C(C(=CC(=C1)C(=O)N1CCOCC1)OCCO)OC1=CC(=CC=C1)OC (4-tert-butyl-N-[3-(2-hydroxy-ethoxy)-2-(3-methoxy-phenoxy)-5-(morpholine-4-carbonyl)-phenyl]-benzenesulphonamide). As a reaction SMILES: [C:1]([C:5]1[CH:10]=[CH:9][C:8]([S:11]([NH:14][C:15]2[CH:16]=[C:17]([CH:21]=[C:22]([O:33][CH2:34][CH2:35][OH:36])[C:23]=2[O:24][C:25]2[CH:30]=[CH:29][CH:28]=[C:27]([O:31][CH3:32])[CH:26]=2)[C:18](O)=[O:19])(=[O:13])=[O:12])=[CH:7][CH:6]=1)([CH3:4])([CH3:3])[CH3:2].[NH:37]1[CH2:42][CH2:41][O:40][CH2:39][CH2:38]1>>[C:1]([C:5]1[CH:10]=[CH:9][C:8]([S:11]([NH:14][C:15]2[CH:16]=[C:17]([C:18]([N:37]3[CH2:42][CH2:41][O:40][CH2:39][CH2:38]3)=[O:19])[CH:21]=[C:22]([O:33][CH2:34][CH2:35][OH:36])[C:23]=2[O:24][C:25]2[CH:30]=[CH:29][CH:28]=[C:27]([O:31][CH3:32])[CH:26]=2)(=[O:12])=[O:13])=[CH:7][CH:6]=1)([CH3:2])([CH3:3])[CH3:4]. Reported procedure: Analogously to Example 74, by condensing 3-(4-tert-butyl-benzenesulphonylamino)-5-(2-hydroxy-ethoxy)-4-(3-methoxy-phenoxy)-benzoic acid with morpholine there was obtained 4-tert-butyl-N-[3-(2-hydroxy-ethoxy)-2-(3-methoxy-phenoxy)-5-(morpholine-4-carbonyl)-phenyl]-benzenesulphonamide. The reactants are C(C)(C)(C)OC(=O)N[C@@H](CCCNC(=O)OCC1=CC=CC=C1)C(=O)OC(C)(C)C (N-t-butyloxycarbonyl-N5 -benzyloxycarbonyl-ornithine, t-butyl ester). The reagents and catalysts are [Pd] (palladium/carbon). Solvent: C(C)O (ethanol). Product: C(C)(C)(C)OC(=O)N[C@@H](CCCN)C(=O)OC(C)(C)C (N-t-butyloxycarbonyl-ornithine, t-butyl ester). Reaction SMILES: [C:1]([O:5][C:6]([NH:8][C@H:9]([C:24]([O:26][C:27]([CH3:30])([CH3:29])[CH3:28])=[O:25])[CH2:10][CH2:11][CH2:12][NH:13]C(OCC1C=CC=CC=1)=O)=[O:7])([CH3:4])([CH3:3])[CH3:2]>C(O)C.[Pd]>[C:1]([O:5][C:6]([NH:8][C@H:9]([C:24]([O:26][C:27]([CH3:30])([CH3:29])[CH3:28])=[O:25])[CH2:10][CH2:11][CH2:12][NH2:13])=[O:7])([CH3:4])([CH3:3])[CH3:2]. Procedure details: Mix N-t-butyloxycarbonyl-N5 -benzyloxycarbonyl-ornithine, t-butyl ester (2.0 g, 5.0 mmol) and 10% palladium/carbon (0.5 g) in 95% ethanol (40 mL). Hydrogenate at room temperature at atmospheric pressure. Filter and evaporate the filtrate in vacuo to give N-t-butyloxycarbonyl-ornithine, t-butyl ester.